The task is: describe an organic reaction: reactants, conditions, products, and yield. This data is from the Open Reaction Database (ORD), a public repository of structured organic reaction records. Starting materials: CO, CC(C)Sc1c(Cl)cccc1[N+](=O)[O-], [H][H]. The product is CC(C)Sc1c(N)cccc1Cl. As a reaction SMILES: [CH3:17][OH:18].[Cl:1][c:2]1[c:3]([S:11][CH:12]([CH3:13])[CH3:14])[c:4]([N+:8]([O-:9])=[O:10])[cH:5][cH:6][cH:7]1.[H:15][H:16]>>[Cl:1][c:2]1[c:3]([S:11][CH:12]([CH3:13])[CH3:14])[c:4]([NH2:8])[cH:5][cH:6][cH:7]1. The reactants are BrB(Br)Br, COC(=O)c1cc(CBr)ccc1F, ClCCl, C=CCO. Yields the product C=CCOC(=O)c1cc(CBr)ccc1F. Reaction SMILES: [B:14]([Br:15])([Br:16])[Br:17].[Br:1][CH2:2][c:3]1[cH:4][cH:5][c:6]([F:13])[c:7]([C:8](=[O:9])[O:10][CH3:11])[cH:12]1.[CH2:22]([Cl:23])[Cl:24].[OH:18][CH2:19][CH:20]=[CH2:21]>>[Br:1][CH2:2][c:3]1[cH:4][cH:5][c:6]([F:13])[c:7]([C:8](=[O:9])[O:10][CH2:11][CH:19]=[CH2:20])[cH:12]1. The reactants are BrC1=CC2=C(C(=NC3=CC=NC(=C23)Cl)N[C@H](C(C)C)C(F)(F)F)C=C1 (9-bromo-1-chloro-N-[(1R)-2-methyl-1-(trifluoromethyl)propyl]benzo[c]-1,6-naphthyridin-6-amine), C1CCOC1 (THF). Run in CCOC(=O)C (EtOAc), CCOC(=O)C (EtOAc), Cl (HCl). Yields the product BrC1=CC2=C(C(=NC=3C=CNC(C23)=O)N[C@H](C(C)C)C(F)(F)F)C=C1 (9-bromo-6-{[(1R)-2-methyl-1-(trifluoromethyl)propyl]amino}benzo[c]-1,6-naphthyridin-1(2H)-one). RXN SMILES: [Br:1][C:2]1[CH:25]=[CH:24][C:5]2[C:6]([NH:15][C@@H:16]([C:20]([F:23])([F:22])[F:21])[CH:17]([CH3:19])[CH3:18])=[N:7][C:8]3[C:13]([C:4]=2[CH:3]=1)=[C:12](Cl)[N:11]=[CH:10][CH:9]=3.C1C[O:29]CC1>Cl.CCOC(C)=O>[Br:1][C:2]1[CH:25]=[CH:24][C:5]2[C:6]([NH:15][C@@H:16]([C:20]([F:23])([F:22])[F:21])[CH:17]([CH3:19])[CH3:18])=[N:7][C:8]3[CH:9]=[CH:10][NH:11][C:12](=[O:29])[C:13]=3[C:4]=2[CH:3]=1. Procedure details: 9-bromo-1-chloro-N-[(1R)-2-methyl-1-(trifluoromethyl)propyl]benzo[c]-1,6-naphthyridin-6-amine (1.0 g, 2.31 mmol) in 6 N HCl (4 mL) and THF (4 mL) was heated to 90° C. for 2 hr. The reaction was cooled and diluted with EtOAc and quenched with sat. NaHCO3. The mixture was extracted and the organic layers were separated, dried with MgSO4, filtered, and concentrated to give the crude product. Column chromatography on silica gel 100% Hex. to 100% EtOAc afforded 9-bromo-6-{[(1R)-2-methyl-1-(trifluorom... Starting materials: solid, Cl.Cl.Cl.O1CCC=2C(=NC=CC21)N2CCN(CC2)CC[C@@H]2CC[C@H](CC2)N (trans-4-{2-[4-(2,3-dihydrofuro[3,2-c]pyridin-4-yl)-piperazin-1-yl]-ethyl}-cyclohexanamine trihydrochloride), Cl.Cl.Cl.O1CCC=2C(=NC=CC21)N2CCN(CC2)CC[C@@H]2CC[C@H](CC2)N (trans-4-{2-[4-(2,3-dihydrofuro[3,2-c]pyridin-4-yl)-piperazin-1-yl]-ethyl}-cyclohexanamine trihydrochloride), O[C@@H](CC(=O)OC)CC (methyl (R)-3-hydroxy-pentanoate). Yields the product O1CCC=2C(=NC=CC21)N2CCN(CC2)CC[C@@H]2CC[C@H](CC2)NC(C[C@@H](CC)O)=O ((R)-3-Hydroxy-pentanoic acid trans-(4-{2-[4-(2,3-dihydro-furo[3,2-c]pyridin-4-yl)-piperazin-1-yl]-ethyl}-cyclohexyl)-amide). Reaction SMILES: Cl.Cl.Cl.[O:4]1[C:12]2[CH:11]=[CH:10][N:9]=[C:8]([N:13]3[CH2:18][CH2:17][N:16]([CH2:19][CH2:20][C@H:21]4[CH2:26][CH2:25][C@H:24]([NH2:27])[CH2:23][CH2:22]4)[CH2:15][CH2:14]3)[C:7]=2[CH2:6][CH2:5]1.[OH:28][C@H:29]([CH2:35][CH3:36])[CH2:30][C:31](OC)=[O:32]>>[O:4]1[C:12]2[CH:11]=[CH:10][N:9]=[C:8]([N:13]3[CH2:18][CH2:17][N:16]([CH2:19][CH2:20][C@H:21]4[CH2:26][CH2:25][C@H:24]([NH:27][C:31](=[O:32])[CH2:30][C@H:29]([OH:28])[CH2:35][CH3:36])[CH2:23][CH2:22]4)[CH2:15][CH2:14]3)[C:7]=2[CH2:6][CH2:5]1 |f:0.1.2.3|. Procedure details: The title compound, white solid (58 mg, 54%), MS (ISP) m/z=431.5 [(M+H)+], mp 161° C., was prepared in accordance with the general method of example 2 from trans-4-{2-[4-(2,3-dihydrofuro[3,2-c]pyridin-4-yl)-piperazin-1-yl]-ethyl}-cyclohexanamine trihydrochloride (intermediate C) (110 mg, 0.25 mmol) and methyl (R)-3-hydroxy-pentanoate. The reactants are BrCCCCCCBr, C#CCCO, CCCC[N+](CCCC)(CCCC)CCCC, [Na+], [OH-], O, O=S(=O)([O-])O. Yields the product C#CCCOCCCCCCBr. Reaction SMILES: [Br:6][CH2:7][CH2:8][CH2:9][CH2:10][CH2:11][CH2:12][Br:13].[CH2:1]([CH2:2][C:3]#[CH:4])[OH:5].[CH2:20]([N+:21]([CH2:22][CH2:23][CH2:24][CH3:25])([CH2:26][CH2:27][CH2:28][CH3:29])[CH2:30][CH2:31][CH2:32][CH3:33])[CH2:34][CH2:35][CH3:36].[Na+:38].[OH-:37].[OH2:14].[S:15](=[O:16])(=[O:17])([OH:18])[O-:19]>>[CH2:1]([CH2:2][C:3]#[CH:4])[O:5][CH2:12][CH2:11][CH2:10][CH2:9][CH2:8][CH2:7][Br:6]. Reactants: CC=1C=2C=C(C=CC2N(C1C=3C=CC(=CC3)O)CC=4C=CC(=CC4)OCCN5CCCCCC5)O (Bazedoxifene), C(C)O (ethanol). Conditions: temperature 60 celsius. The product is CC=1C=2C=C(C=CC2N(C1C=3C=CC(=CC3)O)CC=4C=CC(=CC4)OCCN5CCCCCC5)O.CC(=O)O (bazedoxifene acetate). The yield is 80.0%. As a reaction SMILES: [CH3:1][C:2]1[C:3]2[CH:4]=[C:5]([OH:35])[CH:6]=[CH:7][C:8]=2[N:9]([CH2:18][C:19]2[CH:20]=[CH:21][C:22]([O:25][CH2:26][CH2:27][N:28]3[CH2:34][CH2:33][CH2:32][CH2:31][CH2:30][CH2:29]3)=[CH:23][CH:24]=2)[C:10]=1[C:11]1[CH:12]=[CH:13][C:14]([OH:17])=[CH:15][CH:16]=1.[CH2:36]([OH:38])[CH3:37]>>[CH3:1][C:2]1[C:3]2[CH:4]=[C:5]([OH:35])[CH:6]=[CH:7][C:8]=2[N:9]([CH2:18][C:19]2[CH:24]=[CH:23][C:22]([O:25][CH2:26][CH2:27][N:28]3[CH2:29][CH2:30][CH2:31][CH2:32][CH2:33][CH2:34]3)=[CH:21][CH:20]=2)[C:10]=1[C:11]1[CH:12]=[CH:13][C:14]([OH:17])=[CH:15][CH:16]=1.[CH3:37][C:36]([OH:17])=[O:38] |f:2.3|. Procedure: Bazedoxifene free base (1 g) and ethanol (10 mL) are mixed and heated to 60° C. to produce a clear solution, which is then filtered. The filtrate is cooled to 25-35° C. and acetic acid (4 mL) is slowly added at the same temperature. The mixture is cooled to 10-15° C., followed by addition of diisopropyl ether (5 mL) and seed crystals (20 mg, obtained from a previous example), and then additional diisopropyl ether (55 mL). The mixture is stirred for solid formation. The solid is collected by filt... Reactants: C(=O)([O-])[O-].[Cs+].[Cs+] (Cs2CO3), ice NH4Cl, C(C)OC(C(C)(C)OC1=C(C=C(C=C1)O)C)=O (2-(4-hydroxy-2-methyl-phenoxy)-2-methyl-propionic acid ethyl ester), ClCC=1C(=NC(=CC1)C1=CC=C(C=C1)C(F)(F)F)C1CC1 (3-chloromethyl-2-cyclopropyl-6-(4-trifluoromethyl-phenyl)-pyridine). Solvent: C(C)#N (acetonitrile). Yields the product C(C)OC(C(C)(C)OC1=C(C=C(C=C1)OCC=1C(=NC(=CC1)C1=CC=C(C=C1)C(F)(F)F)C1CC1)C)=O (2-{4-[2-Cyclopropyl-6-(4-trifluoromethyl-phenyl)-pyridin-3-ylmethoxy]-2-methyl-phenoxy}-2-methyl-propionic acid ethyl ester). RXN SMILES: [CH2:1]([O:3][C:4](=[O:17])[C:5]([O:8][C:9]1[CH:14]=[CH:13][C:12]([OH:15])=[CH:11][C:10]=1[CH3:16])([CH3:7])[CH3:6])[CH3:2].Cl[CH2:19][C:20]1[C:21]([CH:36]2[CH2:38][CH2:37]2)=[N:22][C:23]([C:26]2[CH:31]=[CH:30][C:29]([C:32]([F:35])([F:34])[F:33])=[CH:28][CH:27]=2)=[CH:24][CH:25]=1.C([O-])([O-])=O.[Cs+].[Cs+]>C(#N)C>[CH2:1]([O:3][C:4](=[O:17])[C:5]([O:8][C:9]1[CH:14]=[CH:13][C:12]([O:15][CH2:19][C:20]2[C:21]([CH:36]3[CH2:38][CH2:37]3)=[N:22][C:23]([C:26]3[CH:27]=[CH:28][C:29]([C:32]([F:34])([F:35])[F:33])=[CH:30][CH:31]=3)=[CH:24][CH:25]=2)=[CH:11][C:10]=1[CH3:16])([CH3:6])[CH3:7])[CH3:2] |f:2.3.4|. Procedure: To 0.102 g (0.428 mmol) of 2-(4-hydroxy-2-methyl-phenoxy)-2-methyl-propionic acid ethyl ester (described in WO 02/092590) and 0.134 g (0.429 mmol) of the above prepared 3-chloromethyl-2-cyclopropyl-6-(4-trifluoromethyl-phenyl)-pyridine, dissolved in 2.5 ml of abs. acetonitrile, was added 0.168 g of Cs2CO3 (0.516 mmol). The reaction was stirred over night at ambient temperature. Pouring onto crashed ice/NH4Cl-solution, twofold extraction with AcOEt, washing with water and brine, drying over magne...